Dataset: the Open Reaction Database (ORD), a public repository of structured organic reaction records. Task: describe an organic reaction: reactants, conditions, products, and yield RXN SMILES: C[Si]([I:5])(C)C.C[Si](N[Si](C)(C)C)(C)C.[CH2:15]1[N:20]2[CH2:21][CH2:22][N:17]([CH2:18][CH2:19]2)[CH2:16]1>C(#N)C>[CH2:15]1[N:20]2[CH2:21][CH2:22][N:17]([CH2:18][CH2:19]2)[CH2:16]1.[IH:5] |f:4.5|. Product: C1CN2CCN1CC2.I (DABCO HI). The yield is 63.5%. The solvent is C(C)#N (ACN), C(C)#N (acetonitrile). Procedure details: The 2-carboxylic acid (8c), as produced in Example 13a, was converted to the carbacephem (9a) through reaction with trimethylsilyl iodide (TMSI). Specifically, the carboxylic acid (8c) (0.726 g, 2 mM), was combined with 5 ml acetonitrile (ACN), HMDS (1.06 ml, 5 mM), and TMSI (0.72 ml, 5 mM), and the mixture was stirred for 4 hours at room temperature. DABCO (0.56 g, 5 mM) in 5 ml ACN was added and the solution stirred overnight at room temperature, yielding a DABCO-HI precipitate. Both reactions... Run at time 4 hour. Starting materials: C1CN2CCN1CC2 (DABCO), 2-carboxylic acid, carboxylic acid, carbacephem, C[Si](C)(C)I (trimethylsilyl iodide), C[Si](C)(C)N[Si](C)(C)C (HMDS), C[Si](C)(C)I (TMSI). Reactants: COC=1C=C2C(NC=NC2=CC1)=O (6-methoxy-3H-quinazolin-4-one), ClCCCl (DCE), P(Cl)(Cl)(Cl)(Cl)Cl (PCl5). Run in C(Cl)Cl (CH2Cl2). Conditions: time 4000 second. Yields the product ClC1=NC=NC2=CC=C(C=C12)OC (4-chloro-6-methoxy-quinazoline). Isolated yield 75.0%. RXN SMILES: [CH3:1][O:2][C:3]1[CH:4]=[C:5]2[C:10](=[CH:11][CH:12]=1)[N:9]=[CH:8][NH:7][C:6]2=O.[Cl:14]CCCl.P(Cl)(Cl)(Cl)(Cl)Cl>C(Cl)Cl>[Cl:14][C:6]1[C:5]2[C:10](=[CH:11][CH:12]=[C:3]([O:2][CH3:1])[CH:4]=2)[N:9]=[CH:8][N:7]=1. Procedure details: To 0.852 mmoles of 6-methoxy-3H-quinazolin-4-one in 0.4M soln of DCE, add 1.022 mmoles of PCl5. Microwave at 150° C. for 4000 secs. Work-up: The reaction mixture was diluted with CH2Cl2 and washed with water and brine. The organic layer was separated dried over MgSO4, filtered and excess solvent was removed on rotavap to yield the title compound in 75% yield. The compound was used for the next step without further purification. LC-MS: m/z=195 (M++1) Starting materials: COC(C1=CC=C(C=C1)C(C)(C)OC)OC (4-(1-methoxy-1-methylethyl)-benzaldehyde dimethyl acetal). The solvent is O (water). Reaction conditions: temperature 25 celsius. Product: COC(C)(C)C1=CC=C(C=O)C=C1 (4-(1-methoxy-1-methylethyl)-benzaldehyde). The yield is 20837.8%. Reaction SMILES: C[O:2][CH:3](OC)[C:4]1[CH:9]=[CH:8][C:7]([C:10]([O:13][CH3:14])([CH3:12])[CH3:11])=[CH:6][CH:5]=1>O>[CH3:14][O:13][C:10]([C:7]1[CH:6]=[CH:5][C:4]([CH:3]=[O:2])=[CH:9][CH:8]=1)([CH3:12])[CH3:11]. Procedure details: 1.9 kg of 4-(1-methoxy-1-methylethyl)-benzaldehyde dimethyl acetal and 1.8 kg of water were refluxed (bottom temperature 87° C.) for about 1 hour, while stirring. Thereafter, the mixture was cooled to about 25° C., the phases were separated and the organic phase was distilled under a top pressure of 4 mbar and at 105°-108° C. (top temperatures). This gave 1,314.6 kg of 4-(1-methoxy-1-methylethyl)-benzaldehyde. Reactants: [N+](=O)([O-])C=1C=CC(=NC1)OC=1C=C2CCC(OC2=CC1)C1=CC=CC=C1 (5-nitro-2-(2-phenylchroman-6-yloxy)pyridine), FC=1C=C(C=CC1)C1OC2=CC=C(C=C2CC1)O (2-(3-fluorophenyl)chroman-6-ol). Yields the product FC=1C=C(C=CC1)C1OC2=CC=C(C=C2CC1)OC1=NC=C(C=C1)[N+](=O)[O-] (2-[2-(3-Fluorophenyl)chroman-6-yloxy]-5-nitropyridine). As a reaction SMILES: [N+:1]([C:4]1[CH:5]=[CH:6][C:7]([O:10][C:11]2[CH:12]=[C:13]3[C:18](=[CH:19][CH:20]=2)[O:17][CH:16]([C:21]2[CH:26]=[CH:25][CH:24]=[CH:23][CH:22]=2)[CH2:15][CH2:14]3)=[N:8][CH:9]=1)([O-:3])=[O:2].[F:27]C1C=C(C2CCC3C(=CC=C(O)C=3)O2)C=CC=1>>[F:27][C:25]1[CH:26]=[C:21]([CH:16]2[CH2:15][CH2:14][C:13]3[C:18](=[CH:19][CH:20]=[C:11]([O:10][C:7]4[CH:6]=[CH:5][C:4]([N+:1]([O-:3])=[O:2])=[CH:9][N:8]=4)[CH:12]=3)[O:17]2)[CH:22]=[CH:23][CH:24]=1. Procedure details: 2-[2-(3-Fluorophenyl)chroman-6-yloxy]-5-nitropyridine was prepared as described for 5-nitro-2-(2-phenylchroman-6-yloxy)pyridine in Example 1(b) starting from 210 mg of 2-(3-fluorophenyl)chroman-6-ol. The product was recrystallised from 2-propanol. 1H NMR (400 MHz, CDCl3) δ: 9.07 (d, 1H, J 2.8 Hz), 8.46 (dd, 1H, J 9.0, 2.8 Hz), 7.36 (m, 1H), 7.21-7.15 (m, 2H), 7.03 (m, 1H), 7.01 (d, 1H, J 9.0 Hz), 6.98 (d, 1H, J 8.6 Hz), 6.92 (dd, 1H, J 8.6, 2.7 Hz), 6.90 (d, 1H, J 2.7 Hz), 5.09 (dd, 1H, J 10.3, ... The reactants are FC1=C(C=C(C=C1)CN1C=NC=C1)[N+](=O)[O-] (1-[(4-fluoro-3-nitrophenyl)methyl]-1H-imidazole), O.NN (hydrazine monohydrate), Cl (hydrochloric acid). Run in C(C)O (ethanol). The product is Cl.N1(C=NC=C1)CC=1C=CC2=C(N(N=N2)O)C1 (6-(1H-imidazol-1-ylmethyl)-1H-benzotriazol-1-ol monohydrochloride). The yield is 54.3%. As a reaction SMILES: F[C:2]1[CH:7]=[CH:6][C:5]([CH2:8][N:9]2[CH:13]=[CH:12][N:11]=[CH:10]2)=[CH:4][C:3]=1[N+:14]([O-:16])=O.O.[NH2:18][NH2:19].[ClH:20]>C(O)C>[ClH:20].[N:9]1([CH2:8][C:5]2[CH:6]=[CH:7][C:2]3[N:19]=[N:18][N:14]([OH:16])[C:3]=3[CH:4]=2)[CH:13]=[CH:12][N:11]=[CH:10]1 |f:1.2,5.6|. Reported procedure: A mixture of 6.5 parts of 1-[(4-fluoro-3-nitrophenyl)methyl]-1H-imidazole, 6.01 parts of hydrazine monohydrate and 80 parts of ethanol was stirred and refluxed for 5 hours. After cooling, 12 parts of a hydrochloric acid solution 5N were added. The whole was evaporated. The residue was stirred with 30 parts of water and the precipitated product was filtered off and boiled in 40 parts of 2-propanol. 2-Propanol, saturated with hydrogen chloride, was added. The salt was allowed to crystallize at roo...